This data is from the Open Reaction Database (ORD), a public repository of structured organic reaction records. The task is: describe an organic reaction: reactants, conditions, products, and yield The reactants are CN(C)C=O, CS(=O)(=O)c1ccc(-c2ccc(Cl)nc2-c2ccc(F)cc2)cc1, [N-]=[N+]=[N-], [Na+]. Yields the product CS(=O)(=O)c1ccc(-c2ccc(N=[N+]=[N-])nc2-c2ccc(F)cc2)cc1. Reaction SMILES: [CH3:29][N:30]([CH3:31])[CH:32]=[O:33].[Cl:1][c:2]1[n:3][c:4](-[c:18]2[cH:19][cH:20][c:21]([F:24])[cH:22][cH:23]2)[c:5](-[c:8]2[cH:9][cH:10][c:11]([S:14](=[O:15])(=[O:16])[CH3:17])[cH:12][cH:13]2)[cH:6][cH:7]1.[N-:26]=[N+:27]=[N-:28].[Na+:25]>>[c:2]1([N:26]=[N+:27]=[N-:28])[n:3][c:4](-[c:18]2[cH:19][cH:20][c:21]([F:24])[cH:22][cH:23]2)[c:5](-[c:8]2[cH:9][cH:10][c:11]([S:14](=[O:15])(=[O:16])[CH3:17])[cH:12][cH:13]2)[cH:6][cH:7]1. Starting materials: CN=C=S, CS(=O)(=O)O, CC#N, NS(=O)(=O)c1ccccc1OC(Cl)=CCl, C1CCC2=NCCCN2CC1, O. The product is CNC(=S)NS(=O)(=O)c1ccccc1OC(Cl)=CCl. RXN SMILES: [CH3:16][N:17]=[C:18]=[S:19].[CH3:31][S:32](=[O:33])(=[O:34])[OH:35].[CH3:36][C:37]#[N:38].[Cl:1][C:2](=[CH:3][Cl:4])[O:5][c:6]1[c:7]([S:12](=[O:13])(=[O:14])[NH2:15])[cH:8][cH:9][cH:10][cH:11]1.[N:20]12[CH2:21][CH2:22][CH2:23][N:24]=[C:25]1[CH2:26][CH2:27][CH2:28][CH2:29][CH2:30]2.[OH2:39]>>[Cl:1][C:2](=[CH:3][Cl:4])[O:5][c:6]1[c:7]([S:12](=[O:13])(=[O:14])[NH:15][C:18]([NH:17][CH3:16])=[S:19])[cH:8][cH:9][cH:10][cH:11]1. Reactants: CCCCN=C=O, ClC(Cl)Cl, CCCCCCN1CCc2c(C)cc(C)c(N)c21, O. Product: CCCCCCN1CCc2c(C)cc(C)c(NC(=O)NCCCC)c21. RXN SMILES: [CH2:19]([CH2:20][CH2:21][CH3:22])[N:23]=[C:24]=[O:25].[CH:27]([Cl:28])([Cl:29])[Cl:30].[NH2:1][c:2]1[c:3]([CH3:18])[cH:4][c:5]([CH3:17])[c:6]2[c:10]1[N:9]([CH2:11][CH2:12][CH2:13][CH2:14][CH2:15][CH3:16])[CH2:8][CH2:7]2.[OH2:26]>>[NH:1]([c:2]1[c:3]([CH3:18])[cH:4][c:5]([CH3:17])[c:6]2[c:10]1[N:9]([CH2:11][CH2:12][CH2:13][CH2:14][CH2:15][CH3:16])[CH2:8][CH2:7]2)[C:24]([NH:23][CH2:19][CH2:20][CH2:21][CH3:22])=[O:25]. Reactants: Cl (HCl), C(C)(C)(C)OC(=O)N1CC(CC1)N1N=CC(=C1)[N+](=O)[O-] (tert-butyl-3-(4-nitro-1H-pyrazol-1-yl)pyrrolidine-1-carboxylate). Run in O1CCOCC1 (dioxane). Reaction conditions: time 5 hour. Product: Cl.[N+](=O)([O-])C=1C=NN(C1)C1CNCC1 (4-nitro-1-pyrrolidin-3-yl-1H-pyrazole hydrochloride). Isolated yield 94.5%. As a reaction SMILES: [ClH:1].C(OC([N:9]1[CH2:13][CH2:12][CH:11]([N:14]2[CH:18]=[C:17]([N+:19]([O-:21])=[O:20])[CH:16]=[N:15]2)[CH2:10]1)=O)(C)(C)C>O1CCOCC1>[ClH:1].[N+:19]([C:17]1[CH:16]=[N:15][N:14]([CH:11]2[CH2:12][CH2:13][NH:9][CH2:10]2)[CH:18]=1)([O-:21])=[O:20] |f:3.4|. Reported procedure: A solution of HCl (4N in dioxane, 50 mL, 150 mmol, 3.4 eq.) was added to a solution of tert-butyl-3-(4-nitro-1H-pyrazol-1-yl)pyrrolidine-1-carboxylate (prepared as described in Tetrahedron Lett. (2008), 49(18), 2996-2998, 13 g, 46 mmol, 1 eq.) in dry dioxane (75 mL) at 000° C. The reaction mixture was then stirred at RT for 5 h. It was concentrated under reduced pressure to give the title compound as an off-white solid (9.5 g, 95%). 1H NMR (400 MHz, DMSO-d6) δ 9.73 (brs, 1H), 9.46 (brs, 1H), 9.0...